Dataset: the Open Reaction Database (ORD), a public repository of structured organic reaction records. Task: describe an organic reaction: reactants, conditions, products, and yield Reactants: OC=1C=CC(=NC1)I (5-hydroxy-2-iodopyridine), C(C)(C)[Si](C(C)C)(C(C)C)Cl (triisopropylsilyl chloride), N1C=NC=C1 (imidazole). Solvent: C(C)#N (acetonitrile). Product: IC1=NC=C(C=C1)O[Si](C(C)C)(C(C)C)C(C)C (2-iodo-5-triisopropylsilyloxypyridine). Isolated yield 98.0%. As a reaction SMILES: [OH:1][C:2]1[CH:3]=[CH:4][C:5]([I:8])=[N:6][CH:7]=1.[CH:9]([Si:12](Cl)([CH:16]([CH3:18])[CH3:17])[CH:13]([CH3:15])[CH3:14])([CH3:11])[CH3:10].N1C=CN=C1>C(#N)C>[I:8][C:5]1[CH:4]=[CH:3][C:2]([O:1][Si:12]([CH:16]([CH3:18])[CH3:17])([CH:13]([CH3:15])[CH3:14])[CH:9]([CH3:11])[CH3:10])=[CH:7][N:6]=1. Procedure details: 5 g (22.6 mM) of 5-hydroxy-2-iodopyridine and 6.42 ml (30.09 mM) of triisopropylsilyl chloride in 35 ml of acetonitrile are stirred at room temperature for 10 minutes. After the addition of 4.62 g (67.87 mM) of imidazole, stirring is maintained for 4 h 20 min at room temperature. The acetonitrile is evaporated off and the reaction mixture is taken up with three 150 ml portions of pentane. The combined organic phases are washed with saturated sodium chloride solution, dried over magnesium sulfate...